Dataset: the Open Reaction Database (ORD), a public repository of structured organic reaction records. Task: describe an organic reaction: reactants, conditions, products, and yield Reactants: Cl (HCl), [OH-].[Na+] (Sodium hydroxide), CC1=C(C=CC=C1COC1=CC=2C[C@@H]3[C@H](C2C=C1)[C@H]3C(=O)OCC)C3=C(C=CC=C3C)C (Ethyl (1S,1aS,6aR)-4-[(2,2′,6′-trimethylbiphenyl-3-yl)methoxy]-1,1a,6,6a-tetrahydrocyclopropa[a]indene-1-carboxylate), O (water). Run in C1CCOC1 (THF), CO (methanol). Conditions: temperature 60 celsius, time 8 hour. Product: CC1=C(C=CC=C1COC1=CC=2C[C@@H]3[C@H](C2C=C1)[C@H]3C(=O)O)C3=C(C=CC=C3C)C ((1S,1aS,6aR)-4-[(2,2′,6′-Trimethylbiphenyl-3-yl)methoxy]-1,1a,6,6a-tetrahydrocyclopropa[a]indene-1-carboxylic acid). Reaction SMILES: [OH-].[Na+].[CH3:3][C:4]1[C:9]([CH2:10][O:11][C:12]2[CH:20]=[CH:19][C:18]3[C@@H:17]4[C@@H:21]([C:22]([O:24]CC)=[O:23])[C@@H:16]4[CH2:15][C:14]=3[CH:13]=2)=[CH:8][CH:7]=[CH:6][C:5]=1[C:27]1[C:32]([CH3:33])=[CH:31][CH:30]=[CH:29][C:28]=1[CH3:34].O.Cl>C1COCC1.CO>[CH3:3][C:4]1[C:9]([CH2:10][O:11][C:12]2[CH:20]=[CH:19][C:18]3[C@@H:17]4[C@@H:21]([C:22]([OH:24])=[O:23])[C@@H:16]4[CH2:15][C:14]=3[CH:13]=2)=[CH:8][CH:7]=[CH:6][C:5]=1[C:27]1[C:32]([CH3:33])=[CH:31][CH:30]=[CH:29][C:28]=1[CH3:34] |f:0.1|. Procedure: Sodium hydroxide solution (0.69 ml, 10 N, 6.9 mmol) was added to a stirred solution of ester from Step E (0.98 g, 2.3 mmol) in THF (4 mL), methanol (4 mL), and water (2 mL) at rt under nitrogen. The mixture was stirred at 60° C. overnight. The solution was neutralized with conc. HCl (0.57 mL), concentrated to remove organic solvent. The residue was dissolved in ethanol/water (10 mL, 1:1) warmed to obtain a clear solution and then cooled in refrigerator to produce a precipitation. The solid was c... Reactants: COc1cccc(OC(F)(F)F)c1, COc1ccccc1C1(CC(=O)N2CCN(c3ccncc3)CC2)C(=O)Nc2ccc(Cl)cc21, O=S(=O)(Cl)Cl. Product: COc1ccccc1C1(CC(=O)N2CCN(c3ccncc3)CC2)C(=O)N(S(=O)(=O)c2ccc(OC(F)(F)F)cc2OC)c2ccc(Cl)cc21. As a reaction SMILES: [CH3:40][O:41][c:42]1[cH:43][cH:44][cH:45][c:46]([O:48][C:49]([F:50])([F:51])[F:52])[cH:47]1.[Cl:1][c:2]1[cH:3][c:4]2[c:8]([cH:9][cH:10]1)[NH:7][C:6](=[O:11])[C:5]2([CH2:12][C:13]([N:14]1[CH2:15][CH2:16][N:17]([c:20]2[cH:21][cH:22][n:23][cH:24][cH:25]2)[CH2:18][CH2:19]1)=[O:26])[c:27]1[c:28]([O:33][CH3:34])[cH:29][cH:30][cH:31][cH:32]1.[S:35](=[O:36])(=[O:37])([Cl:38])[Cl:39]>>[Cl:1][c:2]1[cH:3][c:4]2[c:8]([cH:9][cH:10]1)[N:7]([S:35](=[O:36])(=[O:37])[c:43]1[c:42]([O:41][CH3:40])[cH:47][c:46]([O:48][C:49]([F:50])([F:51])[F:52])[cH:45][cH:44]1)[C:6](=[O:11])[C:5]2([CH2:12][C:13]([N:14]1[CH2:15][CH2:16][N:17]([c:20]2[cH:21][cH:22][n:23][cH:24][cH:25]2)[CH2:18][CH2:19]1)=[O:26])[c:27]1[c:28]([O:33][CH3:34])[cH:29][cH:30][cH:31][cH:32]1.